From a dataset of the Open Reaction Database (ORD), a public repository of structured organic reaction records. describe an organic reaction: reactants, conditions, products, and yield The reactants are C(C)OC(C(=O)N(CC1=CC=CC=C1)CC1=CC=C(C=C1)N)=O (ethyl[(4-aminobenzyl)(benzyl)amino](oxo)acetate), C(CCCCCCCCCCCC)(=O)O (tridecanoic acid). Product: C(C)OC(C(=O)N(CC1=CC=C(C=C1)NC(CCCCCCCCCCCC)=O)CC1=CC=CC=C1)=O (ethyl{benzyl[4-(tridecanoylamino)benzyl]amino}(oxo)acetate). The yield is 39.0%. RXN SMILES: [CH2:1]([O:3][C:4](=[O:23])[C:5]([N:7]([CH2:15][C:16]1[CH:21]=[CH:20][C:19]([NH2:22])=[CH:18][CH:17]=1)[CH2:8][C:9]1[CH:14]=[CH:13][CH:12]=[CH:11][CH:10]=1)=[O:6])[CH3:2].[C:24](O)(=[O:37])[CH2:25][CH2:26][CH2:27][CH2:28][CH2:29][CH2:30][CH2:31][CH2:32][CH2:33][CH2:34][CH2:35][CH3:36]>>[CH2:1]([O:3][C:4](=[O:23])[C:5]([N:7]([CH2:8][C:9]1[CH:14]=[CH:13][CH:12]=[CH:11][CH:10]=1)[CH2:15][C:16]1[CH:21]=[CH:20][C:19]([NH:22][C:24](=[O:37])[CH2:25][CH2:26][CH2:27][CH2:28][CH2:29][CH2:30][CH2:31][CH2:32][CH2:33][CH2:34][CH2:35][CH3:36])=[CH:18][CH:17]=1)=[O:6])[CH3:2]. Procedure: The same procedure as employed in the preparation of Example 5, step d using ethyl[(4-aminobenzyl)(benzyl)amino](oxo)acetate and tridecanoic acid gave the title compound as a colorless oil (39%). M−(ESI): 507.2. HPLC (Condition A), Rt: 7 min (HPLC purity-91.3%). Reactants: ClC(C(=O)C1=CC=C2CN(C3=C(CN21)C=CC=C3)C(=O)C3=CC(=C(C=C3)C3=C(C=CC=C3)C)C)(Cl)Cl (2,2,2-Trichloro-1-{10-[(2,2′-dimethyl-1,1′-biphenyl-4-yl)carbonyl]-10,11-dihydro-5H-pyrrolo[2,1-c][1,4]benzodiazepin-3-yl}ethanone), CC1=C(CN)C=CC=C1 (2-methylbenzylamine). The product is CC1=C(C=CC(=C1)C(=O)N1CC=2N(CC3=C1C=CC=C3)C(=CC2)C(=O)NCC2=C(C=CC=C2)C)C2=C(C=CC=C2)C (10-[(2,2′-DIMETHYL-1,1′-BIPHENYL-4-YL)CARBONYL]-N-(2-METHYLBENZYL)-10,11-DIHYDRO-5H-PYRROLO[2,1-C][1,4]BENZODIAZEPINE-3-CARBOXAMIDE). Procedure: The title compound was synthesized in the manner of Example 13 from 2,2,2-trichloro-1-{10-[(2,2′-dimethyl-1,1′-biphenyl-4-yl)carbonyl]-10,11-dihydro-5H-pyrrolo[2,1-c][1,4]benzodiazepin-3-yl}ethanone of Example 6 and 2-methylbenzylamine, m.p. 128-130° C. MS [(+)ESI, m/z]: 538 [M+H]+ Reaction SMILES: ClC(Cl)(Cl)[C:3]([C:5]1[N:14]2[C:8]([CH2:9][N:10]([C:19]([C:21]3[CH:26]=[CH:25][C:24]([C:27]4[CH:32]=[CH:31][CH:30]=[CH:29][C:28]=4[CH3:33])=[C:23]([CH3:34])[CH:22]=3)=[O:20])[C:11]3[CH:18]=[CH:17][CH:16]=[CH:15][C:12]=3[CH2:13]2)=[CH:7][CH:6]=1)=[O:4].[CH3:37][C:38]1[CH:45]=[CH:44][CH:43]=[CH:42][C:39]=1[CH2:40][NH2:41]>>[CH3:34][C:23]1[CH:22]=[C:21]([C:19]([N:10]2[C:11]3[CH:18]=[CH:17][CH:16]=[CH:15][C:12]=3[CH2:13][N:14]3[C:5]([C:3]([NH:41][CH2:40][C:39]4[CH:42]=[CH:43][CH:44]=[CH:45][C:38]=4[CH3:37])=[O:4])=[CH:6][CH:7]=[C:8]3[CH2:9]2)=[O:20])[CH:26]=[CH:25][C:24]=1[C:27]1[CH:32]=[CH:31][CH:30]=[CH:29][C:28]=1[CH3:33]. Reactants: COC=1C(C2=CC=CC=C2C(C1)=O)=O (2-methoxy-1,4-naphthoquinone), [H][H] (hydrogen). The reagents and catalysts are [Pd] (Pd-C). Solvent: O1CCCC1 (tetrahydrofuran). Product: COC1=C(C2=CC=CC=C2C(=C1)O)O (2-methoxy-1,4-dihydroxynaphthalene). As a reaction SMILES: [CH3:1][O:2][C:3]1[C:4](=[O:14])[C:5]2[C:10]([C:11](=[O:13])[CH:12]=1)=[CH:9][CH:8]=[CH:7][CH:6]=2.[H][H]>O1CCCC1.[Pd]>[CH3:1][O:2][C:3]1[CH:12]=[C:11]([OH:13])[C:10]2[C:5](=[CH:6][CH:7]=[CH:8][CH:9]=2)[C:4]=1[OH:14]. Procedure: A solution of 2-methoxy-1,4-naphthoquinone (20.0 g) in tetrahydrofuran (150 mL) was hydrogenated at atmospheric pressure over Pd-C (10%, 0.5 g) until the calculated amount of hydrogen was absorbed, approximately 4 hours. Filtering off the catalyst under an atmosphere of nitrogen gave a solution of the desired product, which was used as such without isolation of the product as the starting material in Examples 1, 2 and 3, infra. Alternatively, the solvent is removed under reduced pressure and the... Product: CCN(CC)CCN1C(=O)C(O)(c2ccc3ccccc3c2)c2c1cc(C#CCNS(C)(=O)=O)cc2C(F)(F)F, Cl. The reactants are CCN(CC)CCN1C(=O)C(O)(c2ccc3ccccc3c2)c2c1cc(C#CCN)cc2C(F)(F)F, CS(=O)(=O)Cl. As a reaction SMILES: [CH2:1]([CH3:2])[N:3]([CH2:4][CH2:5][N:6]1[C:7](=[O:34])[C:8]([c:23]2[cH:24][c:25]3[cH:26][cH:27][cH:28][cH:29][c:30]3[cH:31][cH:32]2)([OH:33])[c:9]2[c:10]([C:19]([F:20])([F:21])[F:22])[cH:11][c:12]([C:15]#[C:16][CH2:17][NH2:18])[cH:13][c:14]21)[CH2:35][CH3:36].[CH3:37][S:38]([Cl:39])(=[O:40])=[O:41]>>[CH2:1]([CH3:2])[N:3]([CH2:4][CH2:5][N:6]1[C:7](=[O:34])[C:8]([c:23]2[cH:24][c:25]3[cH:26][cH:27][cH:28][cH:29][c:30]3[cH:31][cH:32]2)([OH:33])[c:9]2[c:10]([C:19]([F:20])([F:21])[F:22])[cH:11][c:12]([C:15]#[C:16][CH2:17][NH:18][S:38]([CH3:37])(=[O:40])=[O:41])[cH:13][c:14]21)[CH2:35][CH3:36].[ClH:39]. The reactants are NC=1SC2=C(N1)CCC(C2)NCCC ((±)2-amino-6-propylamino-4,5,6,7-tetrahydrobenzothiazole), C([C@H](O)[C@@H](O)C(=O)O)(=O)O (L(+)-tartaric acid). Run in CO (methanol). The product is CCCN[C@H]1CCC2=C(SC(=N2)N)C1.C(=O)([O-])C(O)C(O)C(=O)[O-] (pramipexole tartrate). Isolated yield 56.4%. As a reaction SMILES: [NH2:1][C:2]1[S:3][C:4]2[CH2:10][CH:9]([NH:11][CH2:12][CH2:13][CH3:14])[CH2:8][CH2:7][C:5]=2[N:6]=1.[C:15]([OH:24])(=[O:23])[C@@H:16]([C@H:18]([C:20]([OH:22])=[O:21])[OH:19])[OH:17]>CO>[CH3:14][CH2:13][CH2:12][NH:11][C@@H:9]1[CH2:10][C:4]2[S:3][C:2]([NH2:1])=[N:6][C:5]=2[CH2:7][CH2:8]1.[C:20]([CH:18]([CH:16]([C:15]([O-:24])=[O:23])[OH:17])[OH:19])([O-:22])=[O:21] |f:3.4|. Procedure details: 5 g of (±)2-amino-6-propylamino-4,5,6,7-tetrahydrobenzothiazole was dissolved in 25 ml of methanol and 4.0 g of L(+)-tartaric acid was added under stirring. The mixture was cooled and the white crystals were filtered off, washed with methanol and dried to yield 4.8 g of pramipexole tartrate. The crystals were dissolved in 10 ml of water and concentrated hydrochloric acid was added to dissolve the solid. The solution was cooled to 10° C. and a solution of 10 g of potassium hydroxide in 10 ml of w... Reaction SMILES: [OH:1][C:2]1[CH:11]=[CH:10][C:5]2[C:6](=[O:9])[CH2:7][O:8][C:4]=2[C:3]=1[CH2:12][N:13]1[CH2:18][CH2:17][N:16]([CH3:19])[CH2:15][CH2:14]1.[S:20]([N:30]1[C:38]2[C:33](=[CH:34][CH:35]=[CH:36][CH:37]=2)[C:32]([CH:39]=O)=[CH:31]1)([C:23]1[CH:29]=[CH:28][C:26]([CH3:27])=[CH:25][CH:24]=1)(=[O:22])=[O:21].N1CCCCC1>CO>[OH:1][C:2]1[CH:11]=[CH:10][C:5]2[C:6](=[O:9])/[C:7](=[CH:39]/[C:32]3[C:33]4[C:38](=[CH:37][CH:36]=[CH:35][CH:34]=4)[N:30]([S:20]([C:23]4[CH:24]=[CH:25][C:26]([CH3:27])=[CH:28][CH:29]=4)(=[O:22])=[O:21])[CH:31]=3)/[O:8][C:4]=2[C:3]=1[CH2:12][N:13]1[CH2:14][CH2:15][N:16]([CH3:19])[CH2:17][CH2:18]1. Yields the product OC1=C(C2=C(C(/C(/O2)=C/C2=CN(C3=CC=CC=C23)S(=O)(=O)C2=CC=C(C)C=C2)=O)C=C1)CN1CCN(CC1)C ((Z)-6-hydroxy-7-[(4-methylpiperazin-1-yl)methyl]-2-[(1-tosyl-1H-indol-3-yl)methylene]benzofuran-3(2H)-one). Conditions: time 8 hour. Solvent: CO (methanol), CO (methanol), CO (methanol). Procedure: A solution of 6-hydroxy-7-[(4-methylpiperazin-1-yl)methyl]benzofuran-3(2H)-one (0.525 g, 2.00 mol) in methanol (10 mL) was added with 1-tosyl-1H-indole-3-carboxaldehyde (0.599 g, 2.00 mmol) and piperidine (0.017 g, 0.200 mmol), and the mixture was stirred overnight at room temperature. The reaction mixture was added with methanol, and the solid was suspended in methanol and thereby washed to obtain the objective (Z)-6-hydroxy-7-[(4-methylpiperazin-1-yl)methyl]-2-[(1-tosyl-1H-indol-3-yl)methylene... The yield is 81.6%. Starting materials: OC1=C(C2=C(C(CO2)=O)C=C1)CN1CCN(CC1)C (6-hydroxy-7-[(4-methylpiperazin-1-yl)methyl]benzofuran-3(2H)-one), S(=O)(=O)(C1=CC=C(C)C=C1)N1C=C(C2=CC=CC=C12)C=O (1-tosyl-1H-indole-3-carboxaldehyde), N1CCCCC1 (piperidine). Reactants: ClC=1N=C(C2=C(N1)C=C(S2)C=O)N2CCOCC2 (2-Chloro-4-morpholin-4-yl-thieno[3,2-d]pyrimidine-6-carbaldehyde), N1(CCCCC1)C1CCNCC1 (4-piperidinopiperidine). Product: ClC=1N=C(C2=C(N1)C=C(S2)CN2CCC(CC2)N2CCCCC2)N2CCOCC2 (1′-(2-chloro-4-morpholin-4-yl-thieno[3,2-d]pyrimidin-6-ylmethyl)-[1,4′]bipiperidinyl). As a reaction SMILES: [Cl:1][C:2]1[N:3]=[C:4]([N:13]2[CH2:18][CH2:17][O:16][CH2:15][CH2:14]2)[C:5]2[S:10][C:9]([CH:11]=O)=[CH:8][C:6]=2[N:7]=1.[N:19]1([CH:25]2[CH2:30][CH2:29][NH:28][CH2:27][CH2:26]2)[CH2:24][CH2:23][CH2:22][CH2:21][CH2:20]1>>[Cl:1][C:2]1[N:3]=[C:4]([N:13]2[CH2:18][CH2:17][O:16][CH2:15][CH2:14]2)[C:5]2[S:10][C:9]([CH2:11][N:28]3[CH2:29][CH2:30][CH:25]([N:19]4[CH2:24][CH2:23][CH2:22][CH2:21][CH2:20]4)[CH2:26][CH2:27]3)=[CH:8][C:6]=2[N:7]=1. Procedure details: 2-Chloro-4-morpholin-4-yl-thieno[3,2-d]pyrimidine-6-carbaldehyde 10 from Example 3 and 4-piperidinopiperidine were reacted using General Procedure B-3 to give 1′-(2-chloro-4-morpholin-4-yl-thieno[3,2-d]pyrimidin-6-ylmethyl)-[1,4′]bipiperidinyl, which was reacted with 5-(4,4,5,5-tetramethyl-[1,3,2]dioxaborolan-2-yl)-pyridin-2-ylamine in General Procedure A. Purification on silica yielded 107. NMR (CDCl3): 1.46 (m, 2H, CH2), 1.61-1.68 (m, 6H, 6×CH), 1.82-1.85 (m, 2H, 2×CH), 2.09-2.14 (m, 2H, CH2),... The reactants are OOS(=O)[O-].[K+] (Oxone), C(C)(C)(C)C1=NC2=C(N1CC1CCC(CC1)F)C=CC(=C2)S(=O)(=O)N2C=C(C=C2)C=O (1-({2-tert-butyl-1-[(4fluorocyclohexyl)methyl]-1H-benzimidazol-5-yl}sulfonyl)-1H-pyrrole-3-carbaldehyde). Solvent: CN(C)C=O (DMF). Reaction conditions: time 8 hour. Product: C(C)(C)(C)C1=NC2=C(N1CC1CCC(CC1)F)C=CC(=C2)S(=O)(=O)N2C=C(C=C2)C(=O)O (1-({2-tert-Butyl-1-[(4-fluorocyclohexyl)methyl]-1H-benzimidazol-5-yl}sulfonyl)-1H-pyrrole-3-carboxylic acid). As a reaction SMILES: [OH:1]OS([O-])=O.[K+].[C:7]([C:11]1[N:15]([CH2:16][CH:17]2[CH2:22][CH2:21][CH:20]([F:23])[CH2:19][CH2:18]2)[C:14]2[CH:24]=[CH:25][C:26]([S:28]([N:31]3[CH:35]=[CH:34][C:33]([CH:36]=[O:37])=[CH:32]3)(=[O:30])=[O:29])=[CH:27][C:13]=2[N:12]=1)([CH3:10])([CH3:9])[CH3:8]>CN(C=O)C>[C:7]([C:11]1[N:15]([CH2:16][CH:17]2[CH2:22][CH2:21][CH:20]([F:23])[CH2:19][CH2:18]2)[C:14]2[CH:24]=[CH:25][C:26]([S:28]([N:31]3[CH:35]=[CH:34][C:33]([C:36]([OH:1])=[O:37])=[CH:32]3)(=[O:30])=[O:29])=[CH:27][C:13]=2[N:12]=1)([CH3:10])([CH3:8])[CH3:9] |f:0.1|. Reported procedure: Oxone® (0.36 g, 0.53 mmol) was added to a solution of 1-({2-tert-butyl-1-[(4fluorocyclohexyl)methyl]-1H-benzimidazol-5-yl}sulfonyl)-1H-pyrrole-3-carbaldehyde (0.23 g, 0.53 mmol) in DMF (15 mL). The reaction mixture was stirred overnight at ambient temperature and the solvent was concentrated. The product was recovered in DCM, washed with 10% HCl solution, brine and dried over anhydrous Na2SO4. The solvent was concentrated to provide the pure title compound as white solid. Yield: 0.26 g (99%). MS... Starting materials: CCCCCCCCS, FC(F)(F)c1cnc(Cl)c(Cl)c1, [Cu]. The product is CCCCCCCCSc1ncc(C(F)(F)F)cc1Cl. Reaction SMILES: [CH2:1]([CH2:2][CH2:3][CH2:4][CH2:5][CH2:6][CH2:7][CH3:8])[SH:9].[Cl:10][c:11]1[n:12][cH:13][c:14]([C:18]([F:19])([F:20])[F:21])[cH:15][c:16]1[Cl:17].[Cu:22]>>[CH2:1]([CH2:2][CH2:3][CH2:4][CH2:5][CH2:6][CH2:7][CH3:8])[S:9][c:11]1[n:12][cH:13][c:14]([C:18]([F:19])([F:20])[F:21])[cH:15][c:16]1[Cl:17]. Starting materials: [Al+3], CC[N+](=O)[O-], [Cl-], [Cl-], [Cl-], CCOC(=O)C(=Cc1ccccc1)C(=O)c1cccs1. Product: CCOC(=O)C1C(=O)c2sccc2C1c1ccccc1. Reaction SMILES: [Al+3:24].[CH3:25][CH2:26][N+:27](=[O:28])[O-:29].[Cl-:21].[Cl-:22].[Cl-:23].[c:1]1([CH:7]=[C:8]([C:9](=[O:10])[O:11][CH2:12][CH3:13])[C:14](=[O:15])[c:16]2[s:17][cH:18][cH:19][cH:20]2)[cH:2][cH:3][cH:4][cH:5][cH:6]1>>[c:1]1([CH:7]2[CH:8]([C:9](=[O:10])[O:11][CH2:12][CH3:13])[C:14](=[O:15])[c:16]3[s:17][cH:18][cH:19][c:20]32)[cH:2][cH:3][cH:4][cH:5][cH:6]1.